From a dataset of the Open Reaction Database (ORD), a public repository of structured organic reaction records. describe an organic reaction: reactants, conditions, products, and yield Reaction SMILES: [CH2:26]([CH3:27])[Br:28].[CH3:1][O:2][c:3]1[cH:4][c:5]2[c:6]([cH:19][c:20]1[N+:21](=[O:22])[O-:23])[NH:7][C:8](=[O:18])[CH2:9][N:10]([C:12]([C:13]([F:14])([F:15])[F:16])=[O:17])[CH2:11]2.[CH3:31][C:32]#[N:33].[Cs+:25].[F-:24].[I-:30].[Na+:29]>>[CH3:1][O:2][c:3]1[cH:4][c:5]2[c:6]([cH:19][c:20]1[N+:21](=[O:22])[O-:23])[N:7]([CH2:26][CH3:27])[C:8](=[O:18])[CH2:9][N:10]([C:12]([C:13]([F:14])([F:15])[F:16])=[O:17])[CH2:11]2. Yields the product CCN1C(=O)CN(C(=O)C(F)(F)F)Cc2cc(OC)c([N+](=O)[O-])cc21. Starting materials: CCBr, COc1cc2c(cc1[N+](=O)[O-])NC(=O)CN(C(=O)C(F)(F)F)C2, CC#N, [Cs+], [F-], [I-], [Na+]. Starting materials: [BH4-], CO, [Na+], CCCc1c(Cc2ccc(-c3ccccc3-c3noc(=O)[nH]3)cc2)c(=O)n(-c2ccc(C(C)O)cc2)c2ncnn12. Product: CCCc1c(Cc2ccc(-c3ccccc3-c3noc(=O)[nH]3)cc2)c(=O)n(-c2ccc(C(C)=O)cc2)c2ncnn12. As a reaction SMILES: [BH4-:42].[CH3:44][OH:45].[Na+:43].[OH:1][CH:2]([CH3:3])[c:4]1[cH:5][cH:6][c:7](-[n:10]2[c:11]3[n:12]([c:13]([CH2:36][CH2:37][CH3:38])[c:14]([CH2:17][c:18]4[cH:19][cH:20][c:21](-[c:24]5[c:25](-[c:30]6[n:31][o:32][c:33](=[O:35])[nH:34]6)[cH:26][cH:27][cH:28][cH:29]5)[cH:22][cH:23]4)[c:15]2=[O:16])[n:39][cH:40][n:41]3)[cH:8][cH:9]1>>[O:1]=[C:2]([CH3:3])[c:4]1[cH:5][cH:6][c:7](-[n:10]2[c:11]3[n:12]([c:13]([CH2:36][CH2:37][CH3:38])[c:14]([CH2:17][c:18]4[cH:19][cH:20][c:21](-[c:24]5[c:25](-[c:30]6[n:31][o:32][c:33](=[O:35])[nH:34]6)[cH:26][cH:27][cH:28][cH:29]5)[cH:22][cH:23]4)[c:15]2=[O:16])[n:39][cH:40][n:41]3)[cH:8][cH:9]1. Reactants: CC(=O)c1ccc(S(=O)(=O)Cl)cc1, CC1CN(c2ccccc2C(F)(F)F)CCN1, CCN(C(C)C)C(C)C, ClCCl. The product is CC(=O)c1ccc(S(=O)(=O)N2CCN(c3ccccc3C(F)(F)F)CC2C)cc1. Reaction SMILES: [C:18]([CH3:19])(=[O:20])[c:21]1[cH:22][cH:23][c:24]([S:27](=[O:28])(=[O:29])[Cl:30])[cH:25][cH:26]1.[CH3:1][CH:2]1[CH2:3][N:4]([c:8]2[c:9]([C:14]([F:15])([F:16])[F:17])[cH:10][cH:11][cH:12][cH:13]2)[CH2:5][CH2:6][NH:7]1.[CH:31]([N:32]([CH:33]([CH3:34])[CH3:35])[CH2:36][CH3:37])([CH3:38])[CH3:39].[Cl:40][CH2:41][Cl:42]>>[CH3:1][CH:2]1[CH2:3][N:4]([c:8]2[c:9]([C:14]([F:15])([F:16])[F:17])[cH:10][cH:11][cH:12][cH:13]2)[CH2:5][CH2:6][N:7]1[S:27]([c:24]1[cH:23][cH:22][c:21]([C:18]([CH3:19])=[O:20])[cH:26][cH:25]1)(=[O:28])=[O:29].